This data is from the Open Reaction Database (ORD), a public repository of structured organic reaction records. The task is: describe an organic reaction: reactants, conditions, products, and yield Reactants: [Cr](=O)(=O)([O-])O[Cr](=O)(=O)[O-].[K+].[K+] (potassium dichromate), C(C)(=O)NC1=C2C=CC(=NC2=C(C(=C1)NC(C)=O)OC(C)=O)C (5,7-diacetamido-2-methyl-8-acetoxyquinoline), acylamido, [Cr](=O)(=O)([O-])O[Cr](=O)(=O)[O-].[K+].[K+] (potassium dichromate). Run in O (water), C(C)(=O)O (acetic acid), O (water), C(C)(=O)O (acetic acid). Run at time 22 hour. Yields the product C(C)(=O)NC1=CC(C=2C=CC(=NC2C1=O)C)=O (7-ACETAMIDO-2-METHYLQUINOLINE-5,8-DIONE). Isolated yield 56.0%. RXN SMILES: [Cr](O[Cr]([O-])(=O)=O)([O-])(=O)=[O:2].[K+].[K+].C(N[C:16]1[CH:25]=[C:24]([NH:26][C:27](=[O:29])[CH3:28])[C:23]([O:30]C(=O)C)=[C:22]2[C:17]=1[CH:18]=[CH:19][C:20]([CH3:34])=[N:21]2)(=O)C>C(O)(=O)C.O>[C:27]([NH:26][C:24]1[C:23](=[O:30])[C:22]2[N:21]=[C:20]([CH3:34])[CH:19]=[CH:18][C:17]=2[C:16](=[O:2])[CH:25]=1)(=[O:29])[CH3:28] |f:0.1.2|. Reported procedure: This compound was prepared by the oxidation of the corresponding acylamido with potassium dichromate in glacial acetic acid. Into a 1000 ml Erlenmeyer flask, 240 ml of glacial acetic acid, and 5,7-diacetamido-2-methyl-8-acetoxyquinoline (31) (prepared as described in Example 31) (6.3 g, 2.0 mmol) were added. To the resulting suspension, a solution of potassium dichromate (17.64 g) in 200 ml of water was added. This black solution was magnetically stirred at room temperature for 20-24 hours. The ... The reactants are CC(C)(C)OC(=O)N1CCN(S(=O)(=O)N2CCOCC2)CC1, Cl, C1COCCO1. Yields the product Cl, O=S(=O)(N1CCNCC1)N1CCOCC1. Reaction SMILES: [C:1]([O:2][C:3](=[O:4])[N:8]1[CH2:9][CH2:10][N:11]([S:14](=[O:15])(=[O:16])[N:17]2[CH2:18][CH2:19][O:20][CH2:21][CH2:22]2)[CH2:12][CH2:13]1)([CH3:5])([CH3:6])[CH3:7].[ClH:23].[O:24]1[CH2:25][CH2:26][O:27][CH2:28][CH2:29]1>>[ClH:23].[NH:8]1[CH2:9][CH2:10][N:11]([S:14](=[O:15])(=[O:16])[N:17]2[CH2:18][CH2:19][O:20][CH2:21][CH2:22]2)[CH2:12][CH2:13]1. Reaction SMILES: [NH:1]([CH2:5][CH2:6][CH2:7][CH2:8][CH2:9][CH2:10][C:11]([O:13][CH2:14][CH3:15])=[O:12])[C:2]([NH2:4])=O.C1(C)C=CC(S(Cl)(=O)=O)=CC=1.O>N1C=CC=CC=1>[NH:1]([CH2:5][CH2:6][CH2:7][CH2:8][CH2:9][CH2:10][C:11]([O:13][CH2:14][CH3:15])=[O:12])[C:2]#[N:4]. Yields the product N(C#N)CCCCCCC(=O)OCC (ethyl 7-cyanamidoheptanoate). Reactants: N(C(=O)N)CCCCCCC(=O)OCC (ethyl 7-ureidoheptanoate), C1(=CC=C(C=C1)S(=O)(=O)Cl)C (p-toluenesulfonylchloride), O (water). Reaction conditions: time 2 hour. The solvent is N1=CC=CC=C1 (pyridine). Procedure details: To a solution of ethyl 7-ureidoheptanoate (2.1 g., 0.01 mole) in pyridine (10 ml.) is added p-toluenesulfonylchloride (2.0 g., excess). The reaction is stirred at room temperature for two hours, poured into water (100 ml.), then extracted with ether (2 × 100 ml.). The ether is washed with 5% hydrochloric acid (2 × 25 ml.), brine, then dried over sodium sulfate. The solvent is removed in vacuo to give ethyl 7-cyanamidoheptanoate as a light yellow oil, yield 1.7 g. (86%). Run in C1(=CC=CC=C1)C (toluene). Yields the product [Br-].FC1=C(C=CC=C1)C1=CC=C(C=C1)C(C[N+]12CN3CN(CN(C1)C3)C2)=O (1-[2-(2'-fluoro[1,1'-biphenyl]-4-yl)-2-oxoethyl]-3,5,7-triaza-1-azoniatricyclo[3.3.1. 13,7 ]decane bromide). Reaction conditions: temperature 60 celsius, time 4 hour. The reactants are BrCC(=O)C1=CC=C(C=C1)C1=C(C=CC=C1)F (2-bromo-1-(2'-fluoro[1,1'-biphenyl]-4-yl)ethanone), C1N2CN3CN1CN(C2)C3 (hexamethylenetetramine). Reported procedure: To a stirred solution of 34.8 g of 2-bromo-1-(2'-fluoro[1,1'-biphenyl]-4-yl)ethanone in 1600 ml of toluene was added 17.34 g of hexamethylenetetramine. The mixture was stirred at 60° C. for 4 hours and then cooled. The resulting solid was collected, washed with toluene and ether and dried, giving 48.7 g of 1-[2-(2'-fluoro[1,1'-biphenyl]-4-yl)-2-oxoethyl]-3,5,7-triaza-1-azoniatricyclo[3.3.1. 13,7 ]decane bromide as a white solid mp 174°-178° C. Reaction SMILES: [Br:1][CH2:2][C:3]([C:5]1[CH:10]=[CH:9][C:8]([C:11]2[CH:16]=[CH:15][CH:14]=[CH:13][C:12]=2[F:17])=[CH:7][CH:6]=1)=[O:4].[CH2:18]1[N:23]2[CH2:24][N:25]3[CH2:27][N:21]([CH2:22]2)[CH2:20][N:19]1[CH2:26]3>C1(C)C=CC=CC=1>[Br-:1].[F:17][C:12]1[CH:13]=[CH:14][CH:15]=[CH:16][C:11]=1[C:8]1[CH:9]=[CH:10][C:5]([C:3](=[O:4])[CH2:2][N+:19]23[CH2:20][N:21]4[CH2:27][N:25]([CH2:24][N:23]([CH2:22]4)[CH2:18]2)[CH2:26]3)=[CH:6][CH:7]=1 |f:3.4|. The yield is 94.7%. The yield is 99.2%. Run in C(C)O (ethanol). Reaction conditions: time 7 hour. As a reaction SMILES: [BH4-].[Na+].[CH3:3][O:4][C:5]1[CH:20]=[CH:19][C:8]([C:9]([C:11]2[CH:16]=[CH:15][C:14]([O:17][CH3:18])=[CH:13][CH:12]=2)=[O:10])=[CH:7][CH:6]=1.O>C(O)C>[CH3:18][O:17][C:14]1[CH:13]=[CH:12][C:11]([CH:9]([C:8]2[CH:19]=[CH:20][C:5]([O:4][CH3:3])=[CH:6][CH:7]=2)[OH:10])=[CH:16][CH:15]=1 |f:0.1|. Starting materials: [BH4-].[Na+] (sodium borohydride), COC1=CC=C(C(=O)C2=CC=C(C=C2)OC)C=C1 (4,4'-dimethoxybenzophenone), O (water). Product: COC1=CC=C(C=C1)C(O)C1=CC=C(C=C1)OC (Bis(4-methoxyphenyl)methanol). Procedure details: 1.03 g of sodium borohydride was added to 4.84 g of 4,4'-dimethoxybenzophenone in 80 ml of ethanol, followed by stirring for 7 hours at room temperature. Next, after adding water and stirring for 30 minutes, the solution was concentrated to roughly 20 ml. Moreover, ethyl acetate and water were added and after extracting with ethyl acetate (50 ml×3), the product was washed with saturated brine and dried with anhydrous sodium sulfate. The solvent was distilled off under reduced pressure to obtain ... Starting materials: ClCCl, ClC(Cl)Cl, O=C(OC(=O)C(F)(F)F)C(F)(F)F, O=C(O)C(F)(F)F, N, [O-][n+]1nc(NCCN2CCCOCC2)nc2cc3c(cc21)CCC3, OO. Yields the product [O-][n+]1nc(NCCN2CCCOCC2)[n+]([O-])c2cc3c(cc21)CCC3. Reaction SMILES: [Cl:47][CH2:48][Cl:49].[Cl:50][CH:51]([Cl:52])[Cl:53].[F:3][C:4]([F:5])([F:7])[C:8](=[O:6])[O:9][C:10](=[O:11])[C:12]([F:13])([F:14])[F:15].[F:40][C:41]([F:42])([F:43])[C:44]([OH:45])=[O:46].[NH3:54].[O:16]1[CH2:17][CH2:18][N:19]([CH2:23][CH2:24][NH:25][c:26]2[n:27][n+:28]([O-:39])[c:29]3[c:30]([n:31]2)[cH:32][c:33]2[c:37]([cH:38]3)[CH2:36][CH2:35][CH2:34]2)[CH2:20][CH2:21][CH2:22]1.[OH:1][OH:2]>>[O-:6][n+:31]1[c:26]([NH:25][CH2:24][CH2:23][N:19]2[CH2:18][CH2:17][O:16][CH2:22][CH2:21][CH2:20]2)[n:27][n+:28]([O-:39])[c:29]2[c:30]1[cH:32][c:33]1[c:37]([cH:38]2)[CH2:36][CH2:35][CH2:34]1. Starting materials: C([O-])([O-])=O.[Na+].[Na+] (sodium carbonate), Cl.Cl.NC=1C=NC(=CC1N)C(C)(C)C (3,4-diamino-6-tert-butylpyridine dihydrochloride), C(C)O (ethanol), C(=O)=O (carbon dioxide). Solvent: O (water), O (water). Conditions: time 30 minute. Yields the product NC1=C(C=NC(=C1)C(C)(C)C)C1=NC2=C(C=NC(=C2)C(C)(C)C)N1 (2-(4-Amino-6-tert-butylpyridin-3-yl)-6-tert-butyl-3H-imidazo[4,5-c]pyridine). Reaction SMILES: Cl.Cl.[NH2:3][C:4]1[CH:5]=[N:6][C:7]([C:11]([CH3:14])([CH3:13])[CH3:12])=[CH:8][C:9]=1[NH2:10].C(=O)([O-])[O-].[Na+].[Na+].C(=O)=O.[CH2:24](O)[CH3:25]>O>[NH2:10][C:9]1[CH:8]=[C:7]([C:11]([CH3:14])([CH3:13])[CH3:12])[N:6]=[CH:5][C:24]=1[C:25]1[NH:3][C:4]2[CH:5]=[N:6][C:7]([C:11]([CH3:14])([CH3:13])[CH3:12])=[CH:8][C:9]=2[N:10]=1 |f:0.1.2,3.4.5|. Reported procedure: Procedure analogous to 18) S47, using 71.4 g (300 mmol) of 3,4-diamino-6-tert-butylpyridine dihydrochloride (S50) instead of 90.5 g (500 mmol) of o-phenylenediamine dihydrochloride. After cooling, the deep-blue melt is dissolved in a mixture of 150 ml of ethanol and 300 ml of water at elevated temperature, and a solution of 25 g of sodium carbonate in 100 ml of water is then added dropwise with vigorous stirring (note: foaming, evolution of carbon dioxide). When the addition is complete, the mix...